This data is from the Open Reaction Database (ORD), a public repository of structured organic reaction records. The task is: describe an organic reaction: reactants, conditions, products, and yield Starting materials: CCO, CCOC(=O)COc1ccc2c(c1)CCC2(C)C, [Na+], [OH-]. The product is CC1(C)CCc2cc(OCC(=O)O)ccc21. RXN SMILES: [CH3:19][CH2:20][OH:21].[CH3:1][C:2]1([CH3:18])[CH2:3][CH2:4][c:5]2[cH:6][c:7]([O:11][CH2:12][C:13](=[O:14])[O:15][CH2:16][CH3:17])[cH:8][cH:9][c:10]21.[Na+:23].[OH-:22]>>[CH3:1][C:2]1([CH3:18])[CH2:3][CH2:4][c:5]2[cH:6][c:7]([O:11][CH2:12][C:13](=[O:14])[OH:15])[cH:8][cH:9][c:10]21. Reactants: CCN(C(C)C)C(C)C (iPr2NEt), ClC1=CC=C(C=C1)C1(CC1)NC1=NC(=NC(=N1)OCC(F)(F)F)NC1=CC=C(C(=O)O)C=C1 (4-((4-((1-(4-chlorophenyl)cyclopropyl)amino)-6-(2,2,2-trifluoroethoxy)-1,3,5-triazin-2-yl)amino)benzoic acid), NC1C(CCC1)CNC(C(=O)OCC)=O (ethyl 2-(((2-aminocyclopentyl)methyl)amino)-2-oxoacetate), CN(C)C(=[N+](C)C)ON1C2=C(C=CC=C2)N=N1.[B-](F)(F)(F)F (TBTU). The solvent is C1CCOC1 (THF). Reaction conditions: time 16 hour. The product is ClC1=CC=C(C=C1)C1(CC1)NC1=NC(=NC(=N1)OCC(F)(F)F)NC1=CC=C(C(=O)NC2C(CCC2)CNC(C(=O)OCC)=O)C=C1 (ethyl 2-(((2-(4-((4-((1-(4-chlorophenyl)cyclopropyl)amino)-6-(2,2,2-trifluoroethoxy)-1,3,5-triazin-2-yl)amino)benzamido)cyclopentyl)methyl)amino)-2-oxoacetate). As a reaction SMILES: CCN(C(C)C)C(C)C.[Cl:10][C:11]1[CH:16]=[CH:15][C:14]([C:17]2([NH:20][C:21]3[N:26]=[C:25]([O:27][CH2:28][C:29]([F:32])([F:31])[F:30])[N:24]=[C:23]([NH:33][C:34]4[CH:42]=[CH:41][C:37]([C:38](O)=[O:39])=[CH:36][CH:35]=4)[N:22]=3)[CH2:19][CH2:18]2)=[CH:13][CH:12]=1.[NH2:43][CH:44]1[CH2:48][CH2:47][CH2:46][CH:45]1[CH2:49][NH:50][C:51](=[O:57])[C:52]([O:54][CH2:55][CH3:56])=[O:53].CN(C(ON1N=NC2C=CC=CC1=2)=[N+](C)C)C.[B-](F)(F)(F)F>C1COCC1>[Cl:10][C:11]1[CH:16]=[CH:15][C:14]([C:17]2([NH:20][C:21]3[N:26]=[C:25]([O:27][CH2:28][C:29]([F:30])([F:32])[F:31])[N:24]=[C:23]([NH:33][C:34]4[CH:35]=[CH:36][C:37]([C:38]([NH:43][CH:44]5[CH2:48][CH2:47][CH2:46][CH:45]5[CH2:49][NH:50][C:51](=[O:57])[C:52]([O:54][CH2:55][CH3:56])=[O:53])=[O:39])=[CH:41][CH:42]=4)[N:22]=3)[CH2:19][CH2:18]2)=[CH:13][CH:12]=1 |f:3.4|. Procedure details: iPr2NEt (0.5 mL) was added into a solution of 4-((4-((1-(4-chlorophenyl)cyclopropyl)amino)-6-(2,2,2-trifluoroethoxy)-1,3,5-triazin-2-yl)amino)benzoic acid (300 mg), ethyl 2-(((2-aminocyclopentyl)methyl)amino)-2-oxoacetate (205 mg) and TBTU (201 mg) in THF (10 mL). The reaction was stirred at room temperature for 16 hours before being quenched by water. The aqueous layer was extracted with EtOAc (3×20 mL). The combined organic phase was dried over MgSO4 and concentrated under vacuum to give the c...